From a dataset of the Open Reaction Database (ORD), a public repository of structured organic reaction records. describe an organic reaction: reactants, conditions, products, and yield Yields the product CC1=C(C=C(C(=O)O)C=C1)C1=CC=C2C3=C(NC2=C1)N=CN=C3 (4-Methyl-3-(9H-pyrimido[4,5-b]indol-7-yl)benzoic acid). RXN SMILES: C1(C)C=CC=CC=1P(C1C=CC=CC=1C)C1C=CC=CC=1C.C([O-])(=O)C.[Na+].I[C:29]1[C:30]([NH:35][C:36]2[CH:37]=[C:38]([C:42]3[C:47]([CH3:48])=[CH:46][CH:45]=[C:44]([C:49]([OH:51])=[O:50])[CH:43]=3)[CH:39]=[CH:40][CH:41]=2)=[N:31][CH:32]=[N:33][CH:34]=1>CN(C=O)C.C([O-])(=O)C.[Pd+2].C([O-])(=O)C>[CH3:48][C:47]1[CH:46]=[CH:45][C:44]([C:49]([OH:51])=[O:50])=[CH:43][C:42]=1[C:38]1[CH:37]=[C:36]2[C:41]([C:29]3[CH:34]=[N:33][CH:32]=[N:31][C:30]=3[NH:35]2)=[CH:40][CH:39]=1 |f:1.2,5.6.7|. The reagents and catalysts are C(C)(=O)[O-].[Pd+2].C(C)(=O)[O-] (palladium acetate). The solvent is CN(C)C=O (DMF). Conditions: temperature 20 celsius, time 5 minute. Reactants: C(C)(=O)[O-].[Na+] (sodium acetate), IC=1C(=NC=NC1)NC=1C=C(C=CC1)C1=CC(=CC=C1C)C(=O)O (3′-[(5-iodopyrimidin-4-yl)amino]-6-methylbiphenyl-3-carboxylic acid), C1(=C(C=CC=C1)P(C1=C(C=CC=C1)C)C1=C(C=CC=C1)C)C (tri-o-Tolylphosphine). Reported procedure: tri-o-Tolylphosphine (18 mg, 0.060 mmol) was stirred in DMF (3 mL). The mixture was degassed by bubbling nitrogen through it until all additions were complete. To the mixture was added palladium acetate (6.8 mg, 0.030 mmol), and the resulting mixture was stirred at 20° C. for 5 min. To this mixture was added sodium acetate (37.1 mg, 0.452 mmol) and 3′-[(5-iodopyrimidin-4-yl)amino]-6-methylbiphenyl-3-carboxylic acid (0.13 g, 0.30 mmol). The resulting mixture was heated to reflux for 2 h. LCMS sho... Starting materials: CO, O=C(O)Cc1ccc(CO)cc1. Product: COC(=O)Cc1ccc(CO)cc1. RXN SMILES: [CH3:13][OH:14].[OH:1][CH2:2][c:3]1[cH:4][cH:5][c:6]([CH2:9][C:10](=[O:11])[OH:12])[cH:7][cH:8]1>>[OH:1][CH2:2][c:3]1[cH:4][cH:5][c:6]([CH2:9][C:10](=[O:11])[O:12][CH3:13])[cH:7][cH:8]1. Starting materials: COC(=O)C(CC(=O)NNC(=O)C(NC(C)=O)C1CCCC1)Cc1ccccc1, CO, [Li+], [OH-], O. The product is CC(=O)NC(C(=O)NNC(=O)CC(Cc1ccccc1)C(=O)O)C1CCCC1. RXN SMILES: [CH3:1][O:2][C:3]([CH:4]([CH2:5][C:6](=[O:7])[NH:8][NH:9][C:10]([CH:11]([CH:12]1[CH2:13][CH2:14][CH2:15][CH2:16]1)[NH:17][C:18]([CH3:19])=[O:20])=[O:21])[CH2:22][c:23]1[cH:24][cH:25][cH:26][cH:27][cH:28]1)=[O:29].[CH3:32][OH:33].[Li+:30].[OH-:31].[OH2:34]>>[O:2]=[C:3]([CH:4]([CH2:5][C:6](=[O:7])[NH:8][NH:9][C:10]([CH:11]([CH:12]1[CH2:13][CH2:14][CH2:15][CH2:16]1)[NH:17][C:18]([CH3:19])=[O:20])=[O:21])[CH2:22][c:23]1[cH:24][cH:25][cH:26][cH:27][cH:28]1)[OH:29].